This data is from the Open Reaction Database (ORD), a public repository of structured organic reaction records. The task is: describe an organic reaction: reactants, conditions, products, and yield Starting materials: COCC(=O)Cl, Cc1ccccc1, CC(C)(CNCCP(C)(C)=S)SCc1ccccc1, c1ccncc1. Yields the product COCC(=O)N(CCP(C)(C)=S)CC(C)(C)SCc1ccccc1. As a reaction SMILES: [CH3:1][O:2][CH2:3][C:4](=[O:5])[Cl:6].[CH3:32][c:33]1[cH:34][cH:35][cH:36][cH:37][cH:38]1.[CH3:7][P:8](=[S:9])([CH2:10][CH2:11][NH:12][CH2:13][C:14]([CH3:15])([CH3:16])[S:17][CH2:18][c:19]1[cH:20][cH:21][cH:22][cH:23][cH:24]1)[CH3:25].[cH:26]1[cH:27][cH:28][n:29][cH:30][cH:31]1>>[CH3:1][O:2][CH2:3][C:4](=[O:5])[N:12]([CH2:11][CH2:10][P:8]([CH3:7])(=[S:9])[CH3:25])[CH2:13][C:14]([CH3:15])([CH3:16])[S:17][CH2:18][c:19]1[cH:20][cH:21][cH:22][cH:23][cH:24]1. The reactants are Cl.CN(C)CC1C(C2=CC(=C(C=C2C1)OC)OC)=O (2-[(Dimethylamino)methyl]-5,6-dimethoxy-1-indanone, hydrochloride), C1(=CC=CC=C1)N1CNC(C12CCNCC2)=O (1-phenyl-1,3,8-triazaspiro[4.5]decan-4-one). Solvent: C(C)O (ethanol). Yields the product COC=1C=C2CC(C(C2=CC1OC)=O)CN1CCC2(C(NCN2C2=CC=CC=C2)=O)CC1 (8-[(2,3-Dihydro-5,6-dimethoxy-1-oxo-1H-inden-2-yl)methyl]-1-phenyl-1,3,8-triazaspiro[4.5]decan-4-one). Isolated yield 90.2%. RXN SMILES: Cl.[CH3:2][N:3]([CH2:5][CH:6]1[CH2:14][C:13]2[C:8](=[CH:9][C:10]([O:17][CH3:18])=[C:11]([O:15][CH3:16])[CH:12]=2)[C:7]1=[O:19])[CH3:4].[C:20]1([N:26]2[C:30]3([CH2:35]CNC[CH2:31]3)[C:29](=[O:36])[NH:28][CH2:27]2)[CH:25]=[CH:24][CH:23]=[CH:22][CH:21]=1>C(O)C>[CH3:16][O:15][C:11]1[CH:12]=[C:13]2[C:8](=[CH:9][C:10]=1[O:17][CH3:18])[C:7](=[O:19])[CH:6]([CH2:5][N:3]1[CH2:4][CH2:35][C:30]3([N:26]([C:20]4[CH:25]=[CH:24][CH:23]=[CH:22][CH:21]=4)[CH2:27][NH:28][C:29]3=[O:36])[CH2:31][CH2:2]1)[CH2:14]2 |f:0.1|. Procedure: 2-[(Dimethylamino)methyl]-5,6-dimethoxy-1-indanone, hydrochloride (1:1) (2.0 g) and 1-phenyl-1,3,8-triazaspiro[4.5]decan-4-one (1.94 g) are stirred for 20 hours in 20 ml of absolute ethanol while a slow stream of nitrogen is bubbled through. The resultant precipitate is filtered off and dried to yield 2.75 g of the title compound, melting point 174°-177° C. Reactants: CN1CCC(CC1)=O (1-methyl-4-piperidone), C(C)(=O)O (acetic acid), NC1=C(C=CC(=C1)OC)N1C=CC=C1 (1-(2-amino-4-methoxy-phenyl) pyrrole). The solvent is C(C)O (ethanol). The product is COC=1C=C2NC3(CCN(CC3)C)C=3N(C2=CC1)C=CC3 (4,5-dihydro-7-methoxy-1'-methylspiro[pyrrolo(1,2-a)quinoxaline-4,4'-piperidine]). As a reaction SMILES: [CH3:1][N:2]1[CH2:7][CH2:6][C:5](=O)[CH2:4][CH2:3]1.C(O)(=O)C.[NH2:13][C:14]1[CH:19]=[C:18]([O:20][CH3:21])[CH:17]=[CH:16][C:15]=1[N:22]1[CH:26]=[CH:25][CH:24]=[CH:23]1>C(O)C>[CH3:21][O:20][C:18]1[CH:19]=[C:14]2[C:15](=[CH:16][CH:17]=1)[N:22]1[CH:26]=[CH:25][CH:24]=[C:23]1[C:5]1([CH2:6][CH2:7][N:2]([CH3:1])[CH2:3][CH2:4]1)[NH:13]2. Reported procedure: 3.48 g (0.03 mole) of 1-methyl-4-piperidone and 3 ml. of glacial acetic acid are added to a solution of 5.65 g (0.03 mole) of 1-(2-amino-4-methoxy-phenyl) pyrrole in 100 ml. of absolute ethanol. The solution is refluxed for 15 hours and concentrated, and the residue is dissolved in water. The solution is filtered and basified. A solid precipitates and is filtered, dried and recrystallized from ethanol to give 4,5-dihydro-7-methoxy-1'-methylspiro[pyrrolo(1,2-a)quinoxaline-4,4'-piperidine], m.p. 1... Reactants: CS(=O)(=O)NC1CCc2cccc(NC(=O)OCc3ccccc3)c2C1, CO, ClCCl. The product is CS(=O)(=O)NC1CCc2cccc(N)c2C1. RXN SMILES: [CH2:1]([O:2][C:3](=[O:4])[NH:10][c:11]1[cH:12][cH:13][cH:14][c:15]2[c:20]1[CH2:19][CH:18]([NH:21][S:22](=[O:23])(=[O:24])[CH3:25])[CH2:17][CH2:16]2)[c:5]1[cH:6][cH:7][cH:8][cH:9][cH:26]1.[CH3:27][OH:28].[Cl:29][CH2:30][Cl:31]>>[NH2:10][c:11]1[cH:12][cH:13][cH:14][c:15]2[c:20]1[CH2:19][CH:18]([NH:21][S:22](=[O:23])(=[O:24])[CH3:25])[CH2:17][CH2:16]2. Reactants: C#CCO, Clc1nn2c(-c3ccccc3)nnc2cc1C1CCC1, [H-], [Na+], CN(C)C=O. Product: C#CCOc1nn2c(-c3ccccc3)nnc2cc1C1CCC1. RXN SMILES: [CH2:1]([C:2]#[CH:3])[OH:4].[Cl:7][c:8]1[c:9]([CH:23]2[CH2:24][CH2:25][CH2:26]2)[cH:10][c:11]2[n:12]([n:13]1)[c:14](-[c:17]1[cH:18][cH:19][cH:20][cH:21][cH:22]1)[n:15][n:16]2.[H-:5].[Na+:6].[O:27]=[CH:28][N:29]([CH3:30])[CH3:31]>>[CH2:1]([C:2]#[CH:3])[O:4][c:8]1[c:9]([CH:23]2[CH2:24][CH2:25][CH2:26]2)[cH:10][c:11]2[n:12]([n:13]1)[c:14](-[c:17]1[cH:18][cH:19][cH:20][cH:21][cH:22]1)[n:15][n:16]2. Starting materials: CC(=O)OC(C)=O, COc1ccc(C2CNC(=O)O2)cc1OC, c1ccncc1. The product is COc1ccc(C2CN(C(C)=O)C(=O)O2)cc1OC. As a reaction SMILES: [CH3:17][C:18](=[O:19])[O:20][C:21](=[O:22])[CH3:23].[CH3:1][O:2][c:3]1[cH:4][c:5]([CH:11]2[CH2:12][NH:13][C:14](=[O:16])[O:15]2)[cH:6][cH:7][c:8]1[O:9][CH3:10].[cH:24]1[cH:25][cH:26][n:27][cH:28][cH:29]1>>[CH3:1][O:2][c:3]1[cH:4][c:5]([CH:11]2[CH2:12][N:13]([C:18]([CH3:17])=[O:19])[C:14](=[O:16])[O:15]2)[cH:6][cH:7][c:8]1[O:9][CH3:10].